This data is from the Open Reaction Database (ORD), a public repository of structured organic reaction records. The task is: describe an organic reaction: reactants, conditions, products, and yield The reactants are C(C)OC(C(CCCCCCSCCCCCC1=CC=C(C=C1)Cl)(Cl)Cl)=O (2,2-dichloro-8-[5-(4-chlorophenyl)-pentyl-sulfenyl]-octanoic acid ethyl ester), [OH-].[K+] (KOH), Cl (HCl). The solvent is C(C)O (ethanol). Product: ClC(C(=O)O)(CCCCCCSCCCCCC1=CC=C(C=C1)Cl)Cl (2,2-Dichloro-8-[5-(4-chlorophenyl)pentylsulfenyl]-octanoic acid). Yield: 95.6%. Reaction SMILES: C([O:3][C:4](=[O:27])[C:5]([Cl:26])([Cl:25])[CH2:6][CH2:7][CH2:8][CH2:9][CH2:10][CH2:11][S:12][CH2:13][CH2:14][CH2:15][CH2:16][CH2:17][C:18]1[CH:23]=[CH:22][C:21]([Cl:24])=[CH:20][CH:19]=1)C.[OH-].[K+].Cl>C(O)C>[Cl:26][C:5]([Cl:25])([CH2:6][CH2:7][CH2:8][CH2:9][CH2:10][CH2:11][S:12][CH2:13][CH2:14][CH2:15][CH2:16][CH2:17][C:18]1[CH:19]=[CH:20][C:21]([Cl:24])=[CH:22][CH:23]=1)[C:4]([OH:27])=[O:3] |f:1.2|. Procedure: 3.50 g (16.3 mmol) 89 was reacted analogously to example 27 with 5.2 g (16.3 mmol) of the ethyl ester of 7. 5.2 g (70%) 2,2-dichloro-8-[5-(4-chlorophenyl)-pentyl-sulfenyl]-octanoic acid ethyl ester 86 was obtained as a colourless oil after flash chromatography (heptanel toluene 2:1). 2.5 g (5.5 mmol) 86, 11 ml (11 mmol) 1 N KOH and 11 ml ethanol were stirred for 2 h at room temperature. It was acidified with 2 N HCl to pH 2 while cooling in an ice-bath, ethanol was removed by distillation, it wa... The reactants are ClC1=CC=2C(N(CC(OC2N=C1C)CCCl)C)=O (7-chloro-2-(2-chloroethyl)-2,3-dihydro-4,8-dimethylpyrido[3,2-f]-1,4-oxazepin-5(4H)-one), C([O-])([O-])=O.[Na+].[Na+] (sodium carbonate), N1CCC1 (azetidine), O (water). The solvent is CS(=O)C (dimethyl sulfoxide). Reaction conditions: time 2 day. Yields the product C(C(=O)O)(=O)O.N1(CCC1)CCC1OC2=C(C(N(C1)C)=O)C=C(C(=N2)C)Cl (2-[2-(1-Azetidinyl)ethyl]-7-chloro-2,3-dihydro-4,8-dimethylpyrido[3,2-f]-1,4-oxazepin-5(4H)-one oxalate). As a reaction SMILES: [Cl:1][C:2]1[C:12]([CH3:13])=[N:11][C:10]2[O:9][CH:8]([CH2:14][CH2:15]Cl)[CH2:7][N:6]([CH3:17])[C:5](=[O:18])[C:4]=2[CH:3]=1.[C:19](=[O:22])([O-:21])[O-].[Na+].[Na+].[NH:25]1[CH2:28][CH2:27][CH2:26]1.[OH2:29]>CS(C)=O>[C:5]([OH:18])(=[O:29])[C:19]([OH:21])=[O:22].[N:25]1([CH2:15][CH2:14][CH:8]2[CH2:7][N:6]([CH3:17])[C:5](=[O:18])[C:4]3[CH:3]=[C:2]([Cl:1])[C:12]([CH3:13])=[N:11][C:10]=3[O:9]2)[CH2:28][CH2:27][CH2:26]1 |f:1.2.3,7.8|. Procedure: To a solution of 5.0 g (0.017 mole) of 7-chloro-2-(2-chloroethyl)-2,3-dihydro-4,8-dimethylpyrido[3,2-f]-1,4-oxazepin-5(4H)-one in 20 ml of dimethyl sulfoxide was added ~7 g of sodium carbonate (crushed) and 2.46 g (0.043 mole) of azetidine. The reaction mixture was stirred for 2 days at room temperature and poured into 200 ml of water. The aqueous mixture was extracted with 3×100 ml of benzene. The combined benzene extracts were washed with 2×100 ml of water, dried over sodium sulfate, filtered ... Starting materials: C(C1=CC=CC=C1)(=O)OCCOCCN1C=CC=2N=CN=C(C21)NC2=CC(=C(C=C2)OCC2=CC(=CC=C2)F)Cl (2-{2-[4-({3-chloro-4-[(3-fluorobenzyl)oxy]phenyl}amino)-5H-pyrrolo[3,2-d]pyrimidin-5-yl]ethoxy}ethyl benzoate), [OH-].[Na+] (sodium hydroxide), Cl (Hydrochloric acid). The solvent is O1CCCC1 (tetrahydrofuran). Conditions: time 14 hour. The product is ClC=1C=C(C=CC1OCC1=CC(=CC=C1)F)NC=1C2=C(N=CN1)C=CN2CCOCCO (2-{2-[4-({3-chloro-4-[(3-fluorobenzyl)oxy]phenyl}amino)-5H-pyrrolo[3,2-d]pyrimidin-5-yl]ethoxy}ethanol). Yield: 69.6%. Reaction SMILES: C([O:9][CH2:10][CH2:11][O:12][CH2:13][CH2:14][N:15]1[C:23]2[C:22]([NH:24][C:25]3[CH:30]=[CH:29][C:28]([O:31][CH2:32][C:33]4[CH:38]=[CH:37][CH:36]=[C:35]([F:39])[CH:34]=4)=[C:27]([Cl:40])[CH:26]=3)=[N:21][CH:20]=[N:19][C:18]=2[CH:17]=[CH:16]1)(=O)C1C=CC=CC=1.[OH-].[Na+].Cl>O1CCCC1>[Cl:40][C:27]1[CH:26]=[C:25]([NH:24][C:22]2[C:23]3[N:15]([CH2:14][CH2:13][O:12][CH2:11][CH2:10][OH:9])[CH:16]=[CH:17][C:18]=3[N:19]=[CH:20][N:21]=2)[CH:30]=[CH:29][C:28]=1[O:31][CH2:32][C:33]1[CH:38]=[CH:37][CH:36]=[C:35]([F:39])[CH:34]=1 |f:1.2|. Reported procedure: To a solution of 2-{2-[4-({3-chloro-4-[(3-fluorobenzyl)oxy]phenyl}amino)-5H-pyrrolo[3,2-d]pyrimidin-5-yl]ethoxy}ethyl benzoate (760 mg) in tetrahydrofuran (7.0 mL) was added 1N aqueous sodium hydroxide solution (7.0 mL), and the mixture was stirred at room temperature for 14 hrs. 1N Hydrochloric acid (7.0 mL) was added to the reaction mixture, and the mixture was stirred at room temperature for 10 min. and extracted with a mixed solvent (100 mL×3) of ethyl acetate/tetrahydrofuran (1/1). The orga... Reactants: C1(CCC1)OC1=NC(=C2N=C(N(C2=N1)C1OCCCC1)OC)N (2-(Cyclobutyloxy)-8-(methyloxy)-9-(tetrahydro-2H-pyran-2-yl)-9H-purin-6-amine), BrC=1N(C2=NC(=NC(=C2N1)N)OC1CCCC1)C1OCCCC1 (8-bromo-2-(cyclopentyloxy)-9-(tetrahydro-2H-pyran-2-yl)-9H-purin-6-amine). The product is C1(CCCC1)OC1=NC(=C2N=C(N(C2=N1)C1OCCCC1)OC)N (2-(Cyclopentyloxy)-8-(methyloxy)-9-(tetrahydro-2H-pyran-2-yl)-9H-purin-6-amine). RXN SMILES: [CH:1]1([O:5][C:6]2[N:14]=[C:13]3[C:9]([N:10]=[C:11]([O:21][CH3:22])[N:12]3[CH:15]3[CH2:20][CH2:19][CH2:18][CH2:17][O:16]3)=[C:8]([NH2:23])[N:7]=2)[CH2:4][CH2:3][CH2:2]1.Br[C:25]1N(C2CCCCO2)C2C(N=1)=C(N)N=C(OC1CCCC1)N=2>>[CH:1]1([O:5][C:6]2[N:14]=[C:13]3[C:9]([N:10]=[C:11]([O:21][CH3:22])[N:12]3[CH:15]3[CH2:20][CH2:19][CH2:18][CH2:17][O:16]3)=[C:8]([NH2:23])[N:7]=2)[CH2:2][CH2:25][CH2:3][CH2:4]1. Procedure details: Prepared similarly to Intermediate 57 from 8-bromo-2-(cyclopentyloxy)-9-(tetrahydro-2H-pyran-2-yl)-9H-purin-6-amine. The reactants are product, O (water), COC1=C(C=CC(=C1)[N+](=O)[O-])C1=C(N=CO1)C(=O)O (5-(2-methoxy-4-nitrophenyl)-4-oxazolecarboxylic acid), O (Water). Run in CN(C)C=O (DMF). Reaction conditions: temperature 90 celsius, time 30 minute. The product is COC1=C(C=CC(=C1)[N+](=O)[O-])C1=C(N=CO1)C(=O)O (5-(2-Methoxy-4-nitrophenyl)-4-oxazolecarboxylic acid), COC1=C(C=CC(=C1)[N+](=O)[O-])C1=CN=CO1 (5-(2-methoxy-4-nitrophenyl)-oxazole). Reaction SMILES: O.[CH3:2][O:3][C:4]1[CH:9]=[C:8]([N+:10]([O-:12])=[O:11])[CH:7]=[CH:6][C:5]=1[C:13]1[O:17][CH:16]=[N:15][C:14]=1[C:18]([OH:20])=[O:19]>CN(C=O)C>[CH3:2][O:3][C:4]1[CH:9]=[C:8]([N+:10]([O-:12])=[O:11])[CH:7]=[CH:6][C:5]=1[C:13]1[O:17][CH:16]=[N:15][C:14]=1[C:18]([OH:20])=[O:19].[CH3:2][O:3][C:4]1[CH:9]=[C:8]([N+:10]([O-:12])=[O:11])[CH:7]=[CH:6][C:5]=1[C:13]1[O:17][CH:16]=[N:15][CH:14]=1. Procedure: 5-(2-Methoxy-4-nitrophenyl)-4-oxazolecarboxylic acid was prepared in the same manner as in Example 1-(1) and (2), and the resulting wet cake was dried. The dried product (13.2 g, 0.05 mol) was dissolved in 130 g of DMF. Water (66 g) was added thereto, and the solution was heated at 90° C. for 9 hours for decarboxylation. After cooling, 31 g of water was added to the reaction mixture. The mixture was stirred for 30 minutes, and the precipitate was collected by filtration to give 7.6 g (76% based ... Yields the product CC=1C=NN(C1)C1=NC=C(C(=N1)C(F)(F)F)C(=O)N1CC=2N(CC3=C1C=CC=C3)C=CC2 ([2-(4-Methyl-pyrazol-1-yl)-4-trifluoromethyl-pyrimidin-5-yl]-(5H,11H-pyrrolo[2,1-c][1,4]benzodiazepin-10-yl)-methanone). The reactants are ClC1=NC=C(C(=N1)C(F)(F)F)C(=O)N1CC=2N(CC3=C1C=CC=C3)C=CC2 ((2-chloro-4-trifluoromethyl-pyrimidin-5-yl)-(5H,11H-pyrrolo[2,1-c][1,4]benzodiazepin-10-yl)-methanone), [H-].[Na+] (sodium hydride), CC=1C=NNC1 (4-methylpyrazole). The yield is 66.7%. Run in oil, CN(C=O)C (dimethylformamide). RXN SMILES: Cl[C:2]1[N:7]=[C:6]([C:8]([F:11])([F:10])[F:9])[C:5]([C:12]([N:14]2[C:20]3[CH:21]=[CH:22][CH:23]=[CH:24][C:19]=3[CH2:18][N:17]3[CH:25]=[CH:26][CH:27]=[C:16]3[CH2:15]2)=[O:13])=[CH:4][N:3]=1.[H-].[Na+].[CH3:30][C:31]1[CH:32]=[N:33][NH:34][CH:35]=1>CN(C)C=O>[CH3:30][C:31]1[CH:32]=[N:33][N:34]([C:2]2[N:7]=[C:6]([C:8]([F:9])([F:11])[F:10])[C:5]([C:12]([N:14]3[C:20]4[CH:21]=[CH:22][CH:23]=[CH:24][C:19]=4[CH2:18][N:17]4[CH:25]=[CH:26][CH:27]=[C:16]4[CH2:15]3)=[O:13])=[CH:4][N:3]=2)[CH:35]=1 |f:1.2|. Reported procedure: In the manner of Example 9's Method 1, employing (2-chloro-4-trifluoromethyl-pyrimidin-5-yl)-(5H,11H-pyrrolo[2,1-c][1,4]benzodiazepin-10-yl)-methanone (0.98 g), 60% sodium hydride in oil (0.15 g), 4-methylpyrazole (0.42 g) and dimethylformamide (25 ml), the title compound (0.73 g) was obtained as a crystalline solid, m.p. 214-217° C. Starting materials: C(C)(C)(C)C1=CC=CC=2C(C(OC21)=O)(C)C (7-tert-Butyl-3,3-dimethyl-2(3H)-benzofuranone), [H-].[H-].[H-].[H-].[Li+].[Al+3] (LiAlH4). Run in CCOCC (ether), CCOCC (ether). The product is C(C)(C)(C)C1=C(C(=CC=C1)C(CO)(C)C)O (2-tert-Butyl-6-(2-hydroxy-1,1-dimethylethyl)phenol). RXN SMILES: [C:1]([C:5]1[C:13]2[O:12][C:11](=[O:14])[C:10]([CH3:16])([CH3:15])[C:9]=2[CH:8]=[CH:7][CH:6]=1)([CH3:4])([CH3:3])[CH3:2].[H-].[H-].[H-].[H-].[Li+].[Al+3]>CCOCC>[C:1]([C:5]1[CH:6]=[CH:7][CH:8]=[C:9]([C:10]([CH3:16])([CH3:15])[CH2:11][OH:14])[C:13]=1[OH:12])([CH3:4])([CH3:2])[CH3:3] |f:1.2.3.4.5.6|. Procedure details: A solution of 45 (235 mg, 1.077 mmol) in ether (5 ml) was dropwise added, with stirring and ice-cooling, to a suspension of LiAlH4 (49 mg, 1.29 mmol) in ether (5 ml). After washing a container of the solution with ether (5 ml), the washing was added to the mixture, which was warmed to room temperature and stirred for 45 minutes. The reaction mixture was added with ethyl acetate (1 ml) and 3 ml of a mixture of water and saturated ammonium chloride (1:1), and stirred for 30 minutes. Resultant slur... The reactants are IC1=CN=C2SC(=NN21)S(=O)C (5-Iodo-2-methanesulfinyl-imidazo[2,1-b][1,3,4]thiadiazole), C(C1=CC=CC=C1)N (benzylamine). Run in ClCCl (dichloromethane). Conditions: time 15 minute. Product: C(C1=CC=CC=C1)NC1=NN2C(S1)=NC=C2I (Benzyl-(5-iodo-imidazo[2,1-b][1,3,4]thiadiazol-2-yl)-amine). Isolated yield 80.8%. Reaction SMILES: [I:1][C:2]1[N:9]2[C:5]([S:6][C:7](S(C)=O)=[N:8]2)=[N:4][CH:3]=1.[CH2:13]([NH2:20])[C:14]1[CH:19]=[CH:18][CH:17]=[CH:16][CH:15]=1>ClCCl>[CH2:13]([NH:20][C:7]1[S:6][C:5]2=[N:4][CH:3]=[C:2]([I:1])[N:9]2[N:8]=1)[C:14]1[CH:19]=[CH:18][CH:17]=[CH:16][CH:15]=1. Procedure details: 5-Iodo-2-methanesulfinyl-imidazo[2,1-b][1,3,4]thiadiazole (500.00 mg; 1.60 mmol; 1.00 eq.) was dissolved in dichloromethane (1.60 ml) and benzylamine (622.18 μl; 4.79 mmol; 3.00 eq.) was added. Then, the reaction was refluxed overnight. The reaction was concentrated in vacuo. Then, 5 ml of isopropanol were added and the suspended solution was heated under reflux for 15 min. The mixture was allowed to cool to room temperature and then cooled to 0° C. After 15 min at 0° C., the solid was filtered ... Reactants: C(OC(C)(C)C)(OC(C)(C)C)=O (di-t-butyl carbonate), NC(CO)(C)C (2-amino-2-methyl-1-propanol), C(=O)(O)[O-].[Na+] (NaHCO3). The solvent is ClCCl (dichloromethane), ClCCl (dichloromethane). Reaction conditions: time 5 hour. Product: C(C)(C)(C)OC(=O)NC(CO)(C)C (2-t-butoxycarbonylamino-2-methyl-1-propanol). Yield: 94.3%. Reaction SMILES: [NH2:1][C:2]([CH3:6])([CH3:5])[CH2:3][OH:4].[C:7](=O)([O:13]C(C)(C)C)[O:8][C:9]([CH3:12])([CH3:11])[CH3:10].C([O-])(O)=O.[Na+]>ClCCl>[C:9]([O:8][C:7]([NH:1][C:2]([CH3:6])([CH3:5])[CH2:3][OH:4])=[O:13])([CH3:12])([CH3:11])[CH3:10] |f:2.3|. Procedure: A solution of 2-amino-2-methyl-1-propanol (921.2 mg, 10.33 mmol) in dichloromethane (5 ml) was cooled to 0° C. To the mixture was added a solution of di-t-butyl carbonate (Boc2O)(2.1045 g, 9.64 mmol) in dichloromethane (5 ml) dropwise for 30 minutes. After addition, the mixture was warmed to room temperature and stirred for 5 hours. The mixture was added to sat. NaHCO3 aqueous solution and extracted three times with ethyl acetate. The extract was dried over MgSO4 and concentrated to give the cru...